Dataset: the Open Reaction Database (ORD), a public repository of structured organic reaction records. Task: describe an organic reaction: reactants, conditions, products, and yield The reactants are [OH-].[Na+] (sodium hydroxide), expected salt, C(#N)CCCCCC(=O)NCC(=O)O (N-(6-cyanohexanoyl)-glycine), [Cl-].[Na+] (sodium chloride), Cl (hydrochloric acid). The reagents and catalysts are [Ni] (Raney nickel). The solvent is C(C)O (ethanol). Run at time 8 hour. The product is NCCCCCCC(=O)NCC(=O)O (N-(7-Aminoheptanoyl)glycine). RXN SMILES: [C:1]([CH2:3][CH2:4][CH2:5][CH2:6][CH2:7][C:8]([NH:10][CH2:11][C:12]([OH:14])=[O:13])=[O:9])#[N:2].[OH-].[Na+].Cl.[Cl-].[Na+]>C(O)C.[Ni]>[NH2:2][CH2:1][CH2:3][CH2:4][CH2:5][CH2:6][CH2:7][C:8]([NH:10][CH2:11][C:12]([OH:14])=[O:13])=[O:9] |f:1.2,4.5|. Procedure details: 8.2 g (41.4·10-3 mol) of N-(6-cyanohexanoyl)-glycine are dissolved in 100 ml of ethanol, and 60 ml of 1M sodium hydroxide solution and 800 mg of Raney nickel are added. The mixture is then stirred under a hydrogen atmosphere, at room temperature and under a pressure of 3.5·105Pa, for 8 hours. When the reaction has ended, 20 ml of 1M hydrochloric acid are added and the mixture is concentrated under reduced pressure to give 10.2 g of a white pasty solid, which contains the expected salt and sodium...